This data is from the Open Reaction Database (ORD), a public repository of structured organic reaction records. The task is: describe an organic reaction: reactants, conditions, products, and yield The reactants are [BH4-], CC(=O)[O-], CC(=O)[O-], CCOC(C)=O, CO, CC(C)n1cc(-c2cc(F)c(F)c(F)c2)c2ccc([N+](=O)[O-])cc21, Fc1cccc(F)c1F, [Na+], [Ni+2], C1CCOC1, O, O, O, O. The product is CC(C)n1cc(-c2cc(F)c(F)c(F)c2)c2ccc(N)cc21. As a reaction SMILES: [BH4-:39].[C:51]([O-:52])(=[O:53])[CH3:54].[C:56]([O-:57])(=[O:58])[CH3:59].[CH3:41][CH2:42][O:43][C:44](=[O:45])[CH3:46].[CH3:60][OH:61].[CH:1]([CH3:2])([CH3:3])[n:4]1[cH:5][c:6](-[c:16]2[cH:17][c:18]([F:24])[c:19]([F:23])[c:20]([F:22])[cH:21]2)[c:7]2[cH:8][cH:9][c:10]([N+:13]([O-:14])=[O:15])[cH:11][c:12]12.[F:25][c:26]1[cH:27][cH:28][cH:29][c:30]([F:31])[c:32]1[F:33].[Na+:40].[Ni+2:55].[O:34]1[CH2:35][CH2:36][CH2:37][CH2:38]1.[OH2:47].[OH2:48].[OH2:49].[OH2:50]>>[CH:1]([CH3:2])([CH3:3])[n:4]1[cH:5][c:6](-[c:16]2[cH:17][c:18]([F:24])[c:19]([F:23])[c:20]([F:22])[cH:21]2)[c:7]2[cH:8][cH:9][c:10]([NH2:13])[cH:11][c:12]12. The reactants are C(C)Br (ethyl bromide), C(C)[Mg]Br (ethylmagnesium bromide), N(C(=O)C)C1=C2COC(=O)C2=CC=C1 (4-acetaminophthalide), [Cl-].[NH4+] (ammonium chloride), [Mg] (magnesium). Solvent: C(C)OCC (diethyl ether), CCOCC (ether), O1CCCC1 (tetrahydrofuran), C(C)OCC (diethyl ether). Reaction conditions: time 8 hour. The product is C(C)C(C1=C(C(=CC=C1)NC(=O)C)CO)(CC)O (α,α-diethyl-2-hydroxymethyl-3-acetaminobenzyl alcohol). Reaction SMILES: [Mg].[CH2:2](Br)[CH3:3].[CH2:5]([Mg]Br)[CH3:6].[NH:9]([C:13]1[CH:22]=[CH:21][CH:20]=[C:19]2[C:14]=1[CH2:15][O:16][C:17]2=[O:18])[C:10]([CH3:12])=[O:11].[Cl-].[NH4+]>C(OCC)C.O1CCCC1>[CH2:5]([C:17]([OH:18])([CH2:2][CH3:3])[C:19]1[CH:20]=[CH:21][CH:22]=[C:13]([NH:9][C:10]([CH3:12])=[O:11])[C:14]=1[CH2:15][OH:16])[CH3:6] |f:4.5|. Reported procedure: To a mixture of 9.5 g of metallic magnesium and 60 ml of diethyl ether was slowly added with stirring a solution of 43 g of ethyl bromide in 120 ml of diethyl ether. The mixed solution was heated for 15 minutes under refluxing and left to stand for cooling. The solution of ethylmagnesium bromide thus prepared above in ether was slowly added with stirring at inner temperature of below 10° C. to a solution of 7.5 g of 4-acetaminophthalide in 120 ml of tetrahydrofuran, followed by stirring at room ... The reactants are C(CCCCCCCCCC)C1=NOC(=N1)C1=CC=C(C=O)C=C1 (4-(3-undecyl-1,2,4-oxadiazol-5-yl)benzaldehyde), ClC=1C=C(C=CC1)CCN ([2-(3-chlorophenyl)ethyl]amine). The product is ClC=1C=C(C=CC1)CCNCC1=CC=C(C=C1)C1=NC(=NO1)CCCCCCCCCCC (N-[2-(3-chlorophenyl)ethyl]-N-[4-(3-undecyl-1,2,4-oxadiazol-5-yl)benzyl]amine). The yield is 62.0%. Reaction SMILES: [CH2:1]([C:12]1[N:16]=[C:15]([C:17]2[CH:24]=[CH:23][C:20]([CH:21]=O)=[CH:19][CH:18]=2)[O:14][N:13]=1)[CH2:2][CH2:3][CH2:4][CH2:5][CH2:6][CH2:7][CH2:8][CH2:9][CH2:10][CH3:11].[Cl:25][C:26]1[CH:27]=[C:28]([CH2:32][CH2:33][NH2:34])[CH:29]=[CH:30][CH:31]=1>>[Cl:25][C:26]1[CH:27]=[C:28]([CH2:32][CH2:33][NH:34][CH2:21][C:20]2[CH:23]=[CH:24][C:17]([C:15]3[O:14][N:13]=[C:12]([CH2:1][CH2:2][CH2:3][CH2:4][CH2:5][CH2:6][CH2:7][CH2:8][CH2:9][CH2:10][CH3:11])[N:16]=3)=[CH:18][CH:19]=2)[CH:29]=[CH:30][CH:31]=1. Procedure details: The same procedure as employed in the preparation of Example 226 (step a) but using 4-(3-undecyl-1,2,4-oxadiazol-5-yl)benzaldehyde and [2-(3-chlorophenyl)ethyl]amine gave the title compound as a colorless oil (62%). 1H NMR (CDCl3, 300 MHz) δ 7.99 (d, J=8.3 Hz, 2H, 7.37 (d, J=8.3 Hz, 2H), 7.21-6.96 (m, 4H), 3.80 (s, 2H), 2.87-2.78 (m, 2H), 2.77-2.66 (m, 4H), 1.80-1.66 (m, 2H), 1.40-1.10 (m, 16H), 0.80 (t, J=7.2 Hz, 3H). M+(LC/MS(ESI)): 468.4. HPLC (Condition A), Rt: 5.1 min (HPLC purity: 99.1%).